From a dataset of the Open Reaction Database (ORD), a public repository of structured organic reaction records. describe an organic reaction: reactants, conditions, products, and yield Procedure details: combining 1-(4-Cyanobenzyl)-5-Hydroxymethyl-imidazole of formula IA ##STR37## with Vilsmeier reagent to obtain 1-(4-Cyanobenzyl)-5-Chloromethylimidazole of formula IF: ##STR38## Reactants: C(#N)C1=CC=C(CN2C=NC=C2CO)C=C1 (1-(4-Cyanobenzyl)-5-Hydroxymethyl-imidazole), C[N+](=CCl)C.[Cl-] (Vilsmeier reagent). Product: C(#N)C1=CC=C(CN2C=NC=C2CCl)C=C1 (1-(4-Cyanobenzyl)-5-Chloromethylimidazole). As a reaction SMILES: [C:1]([C:3]1[CH:16]=[CH:15][C:6]([CH2:7][N:8]2[C:12]([CH2:13]O)=[CH:11][N:10]=[CH:9]2)=[CH:5][CH:4]=1)#[N:2].C[N+](C)=C[Cl:20].[Cl-]>>[C:1]([C:3]1[CH:16]=[CH:15][C:6]([CH2:7][N:8]2[C:12]([CH2:13][Cl:20])=[CH:11][N:10]=[CH:9]2)=[CH:5][CH:4]=1)#[N:2] |f:1.2|. The reactants are O=CCCNC(OC(C)(C)C)=O (tert-butyl (3-oxopropyl)carbamate), [Li]CCCC (n-BuLi), hexanes, BrC1=NC=C(C=C1)Br (2,5-dibromopyridine). Conditions: time 2 hour. Reported procedure: A solution of 2,5-dibromopyridine (5 g, 21 mmol), in dry toluene (200 mL, 0.1 M) is cooled to −75° C. under a blanket of nitrogen. 2.5 M n-BuLi in hexanes (16 mL, 25 mmol, 1.2 eq) is added drop-wise maintaining a temp less than −73° C. and the reaction mixture is stirred at −73° C. to −78° C. for 2 hours. The mixture is then added to a solution of tert-butyl (3-oxopropyl)carbamate (3.66 g, 21 mmol) in toluene (50 mL) at −78° C. The reaction mixture is stirred at −78° C. for 1 hour, before being ... The product is BrC=1C=CC(=NC1)C(CCNC(OC(C)(C)C)=O)O (tert-butyl (3-(5-bromopyridin-2-yl)-3-hydroxypropyl)carbamate). Solvent: C1(=CC=CC=C1)C (toluene), C1(=CC=CC=C1)C (toluene). Reaction SMILES: Br[C:2]1[CH:7]=[CH:6][C:5]([Br:8])=[CH:4][N:3]=1.[Li]CCCC.[O:14]=[CH:15][CH2:16][CH2:17][NH:18][C:19](=[O:25])[O:20][C:21]([CH3:24])([CH3:23])[CH3:22]>C1(C)C=CC=CC=1>[Br:8][C:5]1[CH:6]=[CH:7][C:2]([CH:15]([OH:14])[CH2:16][CH2:17][NH:18][C:19](=[O:25])[O:20][C:21]([CH3:22])([CH3:23])[CH3:24])=[N:3][CH:4]=1. Isolated yield 44.6%. The reactants are C(C)(C)OC(C)C (diisopropyl ether), NC1=C(C=2C[C@H]3C[C@H](CN([C@@H]3CC2S1)C)C(=O)N(C(=O)N[C@H](CN(C)C)C)CC)C#N (1-{[(4aR,6R,8aR)-2-amino-3-cyano-8-methyl-4H,4aH,5H,6H, 7H,8H,8aH,9H-thieno[3,2-g]quinolin-6-yl]carbonyl}-3-[(2S)-1-(dimethylamino)propan-2-yl]-1-ethylurea), NC1=C(C=2C[C@H]3C[C@H](CN([C@@H]3CC2S1)C)C(=O)N(C(=O)N[C@H](CN(C)C)C)CC)C#N (1-{[(4aR,6R,8aR)-2-amino-3-cyano-8-methyl-4H,4aH,5H,6H, 7H,8H,8aH,9H-thieno[3,2-g]quinolin-6-yl]carbonyl}-3-[(2S)-1-(dimethylamino)propan-2-yl]-1-ethylurea), Cl (hydrochloric acid). The solvent is CC(C)O (2-propanol). Yields the product Cl.Cl.NC1=C(C=2C[C@H]3C[C@H](CN([C@@H]3CC2S1)C)C(=O)N(C(=O)N[C@H](CN(C)C)C)CC)C#N (1-{[(4aR,6R,8aR)-2-amino-3-cyano-8-methyl-4H,4aH,5H,6H,7H,8H,8aH,9H-thieno-[3,2-g]quinolin-6-yl]carbonyl}-3-[(2S)-1-(dimethylamino)propan-2-yl]-1-ethylurea di hydrochloride salt). RXN SMILES: [NH2:1][C:2]1[S:14][C:13]2[CH2:12][C@@H:11]3[C@H:6]([CH2:7][C@@H:8]([C:16]([N:18]([CH2:28][CH3:29])[C:19]([NH:21][C@@H:22]([CH3:27])[CH2:23][N:24]([CH3:26])[CH3:25])=[O:20])=[O:17])[CH2:9][N:10]3[CH3:15])[CH2:5][C:4]=2[C:3]=1[C:30]#[N:31].[ClH:32].C(OC(C)C)(C)C>CC(O)C>[ClH:32].[ClH:32].[NH2:1][C:2]1[S:14][C:13]2[CH2:12][C@@H:11]3[C@H:6]([CH2:7][C@@H:8]([C:16]([N:18]([CH2:28][CH3:29])[C:19]([NH:21][C@@H:22]([CH3:27])[CH2:23][N:24]([CH3:25])[CH3:26])=[O:20])=[O:17])[CH2:9][N:10]3[CH3:15])[CH2:5][C:4]=2[C:3]=1[C:30]#[N:31] |f:4.5.6|. Procedure details: To a mixture of 1-{[(4aR,6R,8aR)-2-amino-3-cyano-8-methyl-4H,4aH,5H,6H, 7H,8H,8aH,9H-thieno[3,2-g]quinolin-6-yl]carbonyl}-3-[(2S)-1-(dimethylamino)propan-2-yl]-1-ethylurea (compound 1-57) (0.88 g) and 2-propanol (17.6 mL) was added 12 mol/L hydrochloric acid (0.36 mL) while stirring under water bath cooling. To the solution was added dropwise diisopropyl ether (17.6 mL), and stirred at the room temperature for 1 hour, then for 1 hour under ice bath cooling. The resulting solid was collected by f...